Dataset: the Open Reaction Database (ORD), a public repository of structured organic reaction records. Task: describe an organic reaction: reactants, conditions, products, and yield The reactants are CSC(N[N+](=O)[O-])=N (S-methyl-N-nitroisothiourea), N1CCCC1 (pyrrolidine). Run in C(C)#N (acetonitrile). Conditions: time 30 minute. The product is [N+](=O)([O-])NC(=N)N1CCCC1 (1-(N-nitroamidino)pyrrolidine). The yield is 93.1%. Reaction SMILES: CS[C:3](=[NH:8])[NH:4][N+:5]([O-:7])=[O:6].[NH:9]1[CH2:13][CH2:12][CH2:11][CH2:10]1>C(#N)C>[N+:5]([NH:4][C:3]([N:9]1[CH2:13][CH2:12][CH2:11][CH2:10]1)=[NH:8])([O-:7])=[O:6]. Reported procedure: To a mixture of 1.0g of S-methyl-N-nitroisothiourea and 15ml of acetonitrile was dropwise added 0.61g of pyrrolidine within 2 minutes, followed by stirring for 30 minutes. The reaction mixture was concentrated. The resulting precipitate was washed with ethyl ether to afford 1.09g of 1-(N-nitroamidino)pyrrolidine as white crystals. Starting materials: N#Cc1cc(CC(=O)O)ccc1F, C1CCOC1, CO. Product: COC(=O)Cc1ccc(F)c(C#N)c1. Reaction SMILES: [C:1](#[N:2])[c:3]1[cH:4][c:5]([CH2:10][C:11](=[O:12])[OH:13])[cH:6][cH:7][c:8]1[F:9].[CH2:14]1[O:15][CH2:16][CH2:17][CH2:18]1.[CH3:19][OH:20]>>[C:1](#[N:2])[c:3]1[cH:4][c:5]([CH2:10][C:11](=[O:12])[O:13][CH3:14])[cH:6][cH:7][c:8]1[F:9]. The reactants are ClC1=CC=C(CC2NCCC3=CC(=C(C=C23)OC)OC)C=C1 (1-(4-Chloro-benzyl)-6,7-dimethoxy-1,2,3,4-tetrahydroisoquinoline), BrCC(=O)Br (2-bromoacetyl bromide), C(C1=CC=CC=C1)N (benzylamine). Product: ClC1=CC=C(CC2N(CCC3=CC(=C(C=C23)OC)OC)CC(=O)NCC2=CC=CC=C2)C=C1 (2-[1-(4-Chloro-benzyl)-6,7-dimethoxy-3,4-dihydro-1H-isoquinolin-2-yl]-N-benzyl-acetamide). Reaction SMILES: [Cl:1][C:2]1[CH:22]=[CH:21][C:5]([CH2:6][CH:7]2[C:16]3[C:11](=[CH:12][C:13]([O:19][CH3:20])=[C:14]([O:17][CH3:18])[CH:15]=3)[CH2:10][CH2:9][NH:8]2)=[CH:4][CH:3]=1.Br[CH2:24][C:25](Br)=[O:26].[CH2:28]([NH2:35])[C:29]1[CH:34]=[CH:33][CH:32]=[CH:31][CH:30]=1>>[Cl:1][C:2]1[CH:3]=[CH:4][C:5]([CH2:6][CH:7]2[C:16]3[C:11](=[CH:12][C:13]([O:19][CH3:20])=[C:14]([O:17][CH3:18])[CH:15]=3)[CH2:10][CH2:9][N:8]2[CH2:24][C:25]([NH:35][CH2:28][C:29]2[CH:34]=[CH:33][CH:32]=[CH:31][CH:30]=2)=[O:26])=[CH:21][CH:22]=1. Procedure details: prepared by reaction of 1-(4-Chloro-benzyl)-6,7-dimethoxy-1,2,3,4-tetrahydroisoquinoline and 2-bromoacetyl bromide with benzylamine The reactants are CCOC(=O)CC(NC(=O)OCc1ccccc1)C1CCN(C(=O)OC(C)(C)C)CC1, ClCCl, O=C(O)C(F)(F)F. Product: CCOC(=O)CC(NC(=O)OCc1ccccc1)C1CCNCC1, O=C(O)C(F)(F)F. RXN SMILES: [CH2:1]([c:2]1[cH:3][cH:4][cH:5][cH:6][cH:7]1)[O:8][C:9](=[O:10])[NH:11][CH:12]([CH2:13][C:14](=[O:15])[O:16][CH2:17][CH3:18])[CH:19]1[CH2:20][CH2:21][N:22]([C:25]([O:26][C:27]([CH3:28])([CH3:29])[CH3:30])=[O:31])[CH2:23][CH2:24]1.[Cl:39][CH2:40][Cl:41].[F:32][C:33]([C:34](=[O:35])[OH:36])([F:37])[F:38]>>[CH2:1]([c:2]1[cH:3][cH:4][cH:5][cH:6][cH:7]1)[O:8][C:9](=[O:10])[NH:11][CH:12]([CH2:13][C:14](=[O:15])[O:16][CH2:17][CH3:18])[CH:19]1[CH2:20][CH2:21][NH:22][CH2:23][CH2:24]1.[F:32][C:33]([C:34](=[O:35])[OH:36])([F:37])[F:38].